From a dataset of the Open Reaction Database (ORD), a public repository of structured organic reaction records. describe an organic reaction: reactants, conditions, products, and yield The reactants are FC(S(=O)(=O)OC=1C=C(C=C(C(=O)OC)C1)C(=O)OC)(F)F (dimethyl 5-trifluoromethanesulfonyloxyisophthalate), N1CCCC1 (pyrrolidine), C(C)(C)(C)P(C1=C(C=CC=C1)C1=CC=CC=C1)C(C)(C)C (2-(di-tert-butylphosphino)biphenyl), P(=O)([O-])([O-])[O-].[K+].[K+].[K+] (potassium phosphate). The reagents and catalysts are C=1C=CC(=CC1)/C=C/C(=O)/C=C/C2=CC=CC=C2.C=1C=CC(=CC1)/C=C/C(=O)/C=C/C2=CC=CC=C2.C=1C=CC(=CC1)/C=C/C(=O)/C=C/C2=CC=CC=C2.[Pd].[Pd] (tris(dibenzylideneacetone)dipalladium(0)). Run in C(C)(=O)OCC (ethyl acetate), COCCOC (1,2-dimethoxyethane). Reaction conditions: temperature 80 celsius, time 12 hour. Product: N1(CCCC1)C=1C=C(C=C(C(=O)OC)C1)C(=O)OC (Dimethyl 5-(1-pyrolidinyl)isophthalate). As a reaction SMILES: FC(F)(F)S(O[C:7]1[CH:8]=[C:9]([C:17]([O:19][CH3:20])=[O:18])[CH:10]=[C:11]([CH:16]=1)[C:12]([O:14][CH3:15])=[O:13])(=O)=O.[NH:23]1[CH2:27][CH2:26][CH2:25][CH2:24]1.C(P(C(C)(C)C)C1C=CC=CC=1C1C=CC=CC=1)(C)(C)C.P([O-])([O-])([O-])=O.[K+].[K+].[K+]>C(OCC)(=O)C.C1C=CC(/C=C/C(/C=C/C2C=CC=CC=2)=O)=CC=1.C1C=CC(/C=C/C(/C=C/C2C=CC=CC=2)=O)=CC=1.C1C=CC(/C=C/C(/C=C/C2C=CC=CC=2)=O)=CC=1.[Pd].[Pd].COCCOC>[N:23]1([C:7]2[CH:8]=[C:9]([C:17]([O:19][CH3:20])=[O:18])[CH:10]=[C:11]([CH:16]=2)[C:12]([O:14][CH3:15])=[O:13])[CH2:27][CH2:26][CH2:25][CH2:24]1 |f:3.4.5.6,8.9.10.11.12|. Procedure: In a nitrogen atmosphere, a mixture of dimethyl 5-trifluoromethanesulfonyloxyisophthalate (1.37 g, 4.00 mmol), pyrrolidine (0.50 mL, 6.00 mmol), tris(dibenzylideneacetone)dipalladium(0) (37 mg, 0.040 mmol), 2-(di-tert-butylphosphino)biphenyl (24 mg, 0.080 mmol), potassium phosphate (1.19 g, 5.60 mmol) and 1,2-dimethoxyethane (12 mL) was stirred at 80° C. for 12 hours. After left cooled, the reaction mixture was diluted with ethyl acetate, filtered through Celite, and the filtrate was concentrate... Starting materials: O (water), ClC=1C=CC=C2CC(C(C12)=O)C (7-Chloro-2-methyl-1-indanone), O (water), COC1=CC=C(C=C1)B(O)O (4-methoxyphenylboronic acid), C([O-])([O-])=O.[Na+].[Na+] (sodium carbonate). Reagents/catalysts: C(C)(=O)[O-].[Pd+2].C(C)(=O)[O-] (palladium acetate). The solvent is C(CO)O (ethylene glycol). Conditions: temperature 125 celsius, time 2 hour. Yields the product COC1=CC=C(C=C1)C=1C=CC=C2CC(C(C12)=O)C (7-(4-Methoxyphenyl)-2-methyl-1-indanone). The yield is 70.8%. As a reaction SMILES: Cl[C:2]1[CH:3]=[CH:4][CH:5]=[C:6]2[C:10]=1[C:9](=[O:11])[CH:8]([CH3:12])[CH2:7]2.[CH3:13][O:14][C:15]1[CH:20]=[CH:19][C:18](B(O)O)=[CH:17][CH:16]=1.C(=O)([O-])[O-].[Na+].[Na+].O>C(O)CO.C([O-])(=O)C.[Pd+2].C([O-])(=O)C>[CH3:13][O:14][C:15]1[CH:20]=[CH:19][C:18]([C:2]2[CH:3]=[CH:4][CH:5]=[C:6]3[C:10]=2[C:9](=[O:11])[CH:8]([CH3:12])[CH2:7]3)=[CH:17][CH:16]=1 |f:2.3.4,7.8.9|. Procedure: Using a method similar to Example 16 d), 3.84 g (0.021 mol) of (1), 3.58 g (0.024 mol) of 4-methoxyphenylboronic acid, 4.98 g (0.047 mol) of sodium carbonate were placed in 60 ml of ethylene glycol/10 ml of water in the reaction vessel, the mixture was degassed a number of times and saturated with argon. After addition of 23.9 mg (0.106 mmol) of palladium acetate and 0.12 g (0.21 mmol) of TMSPP, the reaction mixture was stirred for 2 hours at 125° C. After addition of 60 ml of water, the aqueous... Starting materials: C(C)(=O)OCC (Ethyl acetate), C1(=CC=CC=C1)C(C(=O)Cl)CC (2-phenylbutyryl chloride), N1=CC=CC=C1 (pyridine), NC=1C=CC(=C(C(=O)N)C1)I (5-Amino-2-iodobenzamide). Solvent: ClCCl (dichloromethane). Product: IC1=C(C(=O)N)C=C(C=C1)NC(C(CC)C1=CC=CC=C1)=O (2-Iodo-5-[(2-phenylbutanoyl)amino]benzamide). As a reaction SMILES: [NH2:1][C:2]1[CH:3]=[CH:4][C:5]([I:11])=[C:6]([CH:10]=1)[C:7]([NH2:9])=[O:8].[C:12]1([CH:18]([CH2:22][CH3:23])[C:19](Cl)=[O:20])[CH:17]=[CH:16][CH:15]=[CH:14][CH:13]=1.N1C=CC=CC=1.C(OCC)(=O)C>ClCCl>[I:11][C:5]1[CH:4]=[CH:3][C:2]([NH:1][C:19](=[O:20])[CH:18]([C:12]2[CH:17]=[CH:16][CH:15]=[CH:14][CH:13]=2)[CH2:22][CH3:23])=[CH:10][C:6]=1[C:7]([NH2:9])=[O:8]. Procedure: 0.823 g (3.14 mmol) of the compound from Example 4A are dissolved in 10 ml of dichloromethane at RT, and 0.688 mg (3.77 mmol) of 2-phenylbutyryl chloride and 0.298 mg (3.77 mmol) of pyridine are added. The mixture is stirred at RT over after. Ethyl acetate is added, and the mixture is extracted with water. The organic phases are dried over magnesium sulfate and freed of solvent under reduced pressure. The residue is purified by chromatography on a silica gel column (mobile phase ethyl acetate:cy... Reactants: C(C)C(CC)NC=1C(=C(CO)C(=CC1[N+](=O)[O-])C)[N+](=O)[O-] (3-[(1-ethylpropyl)amino]-6-methyl-2,4-dinitrobenzyl alcohol), CN=C=O (methyl isocyanate). The reagents and catalysts are C(C)N(CC)CC (triethylamine). The solvent is C1=CC=CC=C1 (benzene). The product is CNC(OCC1=C(C(=C(C=C1C)[N+](=O)[O-])NC(CC)CC)[N+](=O)[O-])=O (3-[(1-Ethylpropyl)amino]-6-methyl-2,4-dinitrobenzyl methylcarbamate). The yield is 91.6%. Reaction SMILES: [CH2:1]([CH:3]([NH:6][C:7]1[C:8]([N+:19]([O-:21])=[O:20])=[C:9]([C:12]([CH3:18])=[CH:13][C:14]=1[N+:15]([O-:17])=[O:16])[CH2:10][OH:11])[CH2:4][CH3:5])[CH3:2].[CH3:22][N:23]=[C:24]=[O:25]>C(N(CC)CC)C.C1C=CC=CC=1>[CH3:22][NH:23][C:24](=[O:25])[O:11][CH2:10][C:9]1[C:12]([CH3:18])=[CH:13][C:14]([N+:15]([O-:17])=[O:16])=[C:7]([NH:6][CH:3]([CH2:4][CH3:5])[CH2:1][CH3:2])[C:8]=1[N+:19]([O-:21])=[O:20]. Procedure details: A mixture of 3-[(1-ethylpropyl)amino]-6-methyl-2,4-dinitrobenzyl alcohol (1.0 g; 0.0033 mol), methyl isocyanate (used in excess over theory), triethylamine (1 drop) and benzene (10 ml) is refluxed for 2 hours. The precipitated solid is collected to afford 1.1 g (91.6%) title product, melting point 117°-120° C. Starting materials: [OH-].[Na+] (sodium hydroxide), Cl.CS(=O)(=O)C1=CC=C(C=C1)C(CC1CCOCC1)C1=CC=2C(=NC=C(C2)N)N1 (2-[1-(4-methanesulfonyl-phenyl)-2-(tetrahydro-pyran-4-yl)-ethyl]-1H-pyrrolo[2,3-b]pyridin-5-ylamine hydrochloride), N(=O)[O-].[Na+] (sodium nitrite). Reagents/catalysts: [Cu]Cl (copper (I) chloride). The solvent is Cl (hydrochloric acid), Cl (hydrochloric acid), O (water). Conditions: temperature 0 celsius, time 10 minute. Product: ClC=1C=C2C(=NC1)NC(=C2)C(CC2CCOCC2)C2=CC=C(C=C2)S(=O)(=O)C (5-chloro-2-[1-(4-methanesulfonyl-phenyl)-2-(tetrahydro-pyran-4-yl)-ethyl]-1H-pyrrolo[2,3-b]pyridine). Isolated yield 11.4%. Reaction SMILES: [ClH:1].[CH3:2][S:3]([C:6]1[CH:11]=[CH:10][C:9]([CH:12]([C:20]2[NH:29][C:23]3=[N:24][CH:25]=[C:26](N)[CH:27]=[C:22]3[CH:21]=2)[CH2:13][CH:14]2[CH2:19][CH2:18][O:17][CH2:16][CH2:15]2)=[CH:8][CH:7]=1)(=[O:5])=[O:4].N([O-])=O.[Na+].[OH-].[Na+]>Cl.O.[Cu]Cl>[Cl:1][C:26]1[CH:27]=[C:22]2[CH:21]=[C:20]([CH:12]([C:9]3[CH:10]=[CH:11][C:6]([S:3]([CH3:2])(=[O:5])=[O:4])=[CH:7][CH:8]=3)[CH2:13][CH:14]3[CH2:19][CH2:18][O:17][CH2:16][CH2:15]3)[NH:29][C:23]2=[N:24][CH:25]=1 |f:0.1,2.3,4.5|. Procedure: To a solution of 2-[1-(4-methanesulfonyl-phenyl)-2-(tetrahydro-pyran-4-yl)-ethyl]-1H-pyrrolo[2,3-b]pyridin-5-ylamine hydrochloride (454 mg, 1.05 mmol) in concentrated hydrochloric acid (6 mL) at 0° C. was added a solution of sodium nitrite (360 mg, 5.25 mmol) in water (3 mL) dropwise. After stirring for 10 min at 0° C., a solution of copper (I) chloride (310 mg, 3.15 mmol) in concentrated hydrochloric acid (3 mL) was added. After stirring for another 10 min at 60° C., the mixture was treated wit...